This data is from the Open Reaction Database (ORD), a public repository of structured organic reaction records. The task is: describe an organic reaction: reactants, conditions, products, and yield The reactants are C(C)(=O)OC(C1(OCCC1)C(=O)OC)C1=CC(NC=C1)=O (methyl 2-[(acetyloxy)(2-oxo-1,2-dihydro-4-pyridinyl)methyl]tetrahydro-2-furancarboxylate). The reagents and catalysts are [Zn] (zinc). Solvent: C(C)(=O)O (acetic acid). Yields the product O=C1NC=CC(=C1)CC1(OCCC1)C(=O)OC (Methyl 2-[(2-oxo-1,2-dihydro-4-pyridinyl)methyl]tetrahydro-2-furancarboxylate). Yield: 44.2%. RXN SMILES: C(O[CH:5]([C:15]1[CH:20]=[CH:19][NH:18][C:17](=[O:21])[CH:16]=1)[C:6]1([C:11]([O:13][CH3:14])=[O:12])[CH2:10][CH2:9][CH2:8][O:7]1)(=O)C>C(O)(=O)C.[Zn]>[O:21]=[C:17]1[CH:16]=[C:15]([CH2:5][C:6]2([C:11]([O:13][CH3:14])=[O:12])[CH2:10][CH2:9][CH2:8][O:7]2)[CH:20]=[CH:19][NH:18]1. Reported procedure: To a solution of 3.69 g of methyl 2-[(acetyloxy)(2-oxo-1,2-dihydro-4-pyridinyl)methyl]tetrahydro-2-furancarboxylate in 30 ml of acetic acid was added 8.17 g of zinc, and the mixture was heated under reflux for 24 hours. This procedure was repeated twice. The reaction mixture was cooled, filtered through Celite, and the Celite and the filtrate were washed with ethanol. The combined organic layers were evaporated, and the residue was purified by silica gel column chromatography, to give 1.31 g of ... Reactants: CC=1OC2=C(C1[N+](=O)[O-])C=C(C=C2)[N+](=O)[O-] (2-methyl-3,5-dinitrobenzofuran), stannous chloride, O (Water), [OH-].[Na+] (NaOH). The solvent is C(C)(=O)OCC (ethyl acetate). Run at time 70 hour. Product: CC=1OC2=C(C1[N+](=O)[O-])C=C(C=C2)N (2-methyl-3-nitro-5-benzofuranamine). Yield: 44.9%. RXN SMILES: [CH3:1][C:2]1[O:3][C:4]2[CH:13]=[CH:12][C:11]([N+:14]([O-])=O)=[CH:10][C:5]=2[C:6]=1[N+:7]([O-:9])=[O:8].O.[OH-].[Na+]>C(OCC)(=O)C>[CH3:1][C:2]1[O:3][C:4]2[CH:13]=[CH:12][C:11]([NH2:14])=[CH:10][C:5]=2[C:6]=1[N+:7]([O-:9])=[O:8] |f:2.3|. Procedure details: To a solution of 2-methyl-3,5-dinitrobenzofuran (4.4 g, 19.8 mmol) in ethyl acetate (250 mL) was added stannous chloride (dihydrate, 8.99 g, 39.8 mmol). The mixture was stirred at room temperature for 70 hours. Water (100 mL) and 1N NaOH (100 mL) were added. The mixture was extracted with ethyl acetate (4×150 mL). The combined organic layers were dried over magnesium sulfate. The solvent was removed in vacuo and the residue was chromatographed (silica, 20-30% ethyl acetate in hexanes) to give 2-... Starting materials: C=O (Formaldehyde), C(C1=CC=CC=C1)OC(=O)N1CCN(CC1)C1=CC=C(C=C1)C([C@H](C(C)(C)C)NC(=O)OC(C)(C)C)=O (4-[4-(2(S)-tert-Butoxycarbonylamino-3,3-dimethylbutyryl)-phenyl]-piperazine-1-carboxylic acid benzyl ester). The solvent is CO (methanol), C(C)(=O)OCC (ethyl acetate). Conditions: time 18 hour. Product: C(C)(C)(C)OC(N[C@@H](C(C)(C)C)C(C1=CC=C(C=C1)N1CCN(CC1)C)=O)=O ({2,2-Dimethyl-1(S)-[4-(4-methylpiperazin-1-yl)-benzoyl]-propyl}-carbamic Acid tert-butyl Ester). Reaction SMILES: C=O.C(O[C:11]([N:13]1[CH2:18][CH2:17][N:16]([C:19]2[CH:24]=[CH:23][C:22]([C:25](=[O:39])[C@@H:26]([NH:31][C:32]([O:34][C:35]([CH3:38])([CH3:37])[CH3:36])=[O:33])[C:27]([CH3:30])([CH3:29])[CH3:28])=[CH:21][CH:20]=2)[CH2:15][CH2:14]1)=O)C1C=CC=CC=1>CO.C(OCC)(=O)C>[C:35]([O:34][C:32](=[O:33])[NH:31][C@H:26]([C:25](=[O:39])[C:22]1[CH:21]=[CH:20][C:19]([N:16]2[CH2:15][CH2:14][N:13]([CH3:11])[CH2:18][CH2:17]2)=[CH:24][CH:23]=1)[C:27]([CH3:30])([CH3:29])[CH3:28])([CH3:36])([CH3:37])[CH3:38]. Reported procedure: Formaldehyde (37% wt. % solution in H2O, 0.5 mL) was added to a solution of 4-[4-(2(S)-tert-Butoxycarbonylamino-3,3-dimethylbutyryl)-phenyl]-piperazine-1-carboxylic acid benzyl ester in methanol (3 mL) and ethyl acetate (1 mL). The mixture was degassed and 10% palladium on charcoal (20 mg) was added. Hydrogen gas was bubbled through the suspension for 15 minutes when a balloon containing hydrogen was introduced to the reaction. After 18 hours, the catalyst was removed by filtration and the solve... Reactants: CCO, CCN(C(C)C)C(C)C, Cl, NO, N#Cc1ccc2oc(CO)cc2c1. Product: N=C(NO)c1ccc2oc(CO)cc2c1. As a reaction SMILES: [CH3:26][CH2:27][OH:28].[CH:17]([N:18]([CH2:19][CH3:20])[CH:21]([CH3:22])[CH3:23])([CH3:24])[CH3:25].[ClH:14].[NH2:15][OH:16].[OH:1][CH2:2][c:3]1[o:4][c:5]2[c:6]([cH:7]1)[cH:8][c:9]([C:12]#[N:13])[cH:10][cH:11]2>>[OH:1][CH2:2][c:3]1[o:4][c:5]2[c:6]([cH:7]1)[cH:8][c:9]([C:12](=[NH:13])[NH:15][OH:16])[cH:10][cH:11]2. Reactants: CN1C=CC2=CC=CC=C12 (N-methyl indole), C1(=CC=C(C=C1)C=O)C1=CC=CC=C1 (4-biphenyl carboxaldehyde). Yields the product CN1C=C(C2=CC=CC=C12)C(C1=CC=C(C=C1)C1=CC=CC=C1)C1=CN(C2=CC=CC=C12)C (Bis(1-methylindol-3-yl)-(1,1′-biphenyl-4-yl)methane). Reaction SMILES: [CH3:1][N:2]1[C:10]2[C:5](=[CH:6][CH:7]=[CH:8][CH:9]=2)[CH:4]=[CH:3]1.[C:11]1([C:19]2[CH:24]=[CH:23][CH:22]=[CH:21][CH:20]=2)[CH:16]=[CH:15][C:14]([CH:17]=O)=[CH:13][CH:12]=1>>[CH3:1][N:2]1[C:10]2[C:5](=[CH:6][CH:7]=[CH:8][CH:9]=2)[C:4]([CH:17]([C:4]2[C:5]3[C:10](=[CH:9][CH:8]=[CH:7][CH:6]=3)[N:2]([CH3:1])[CH:3]=2)[C:14]2[CH:15]=[CH:16][C:11]([C:19]3[CH:24]=[CH:23][CH:22]=[CH:21][CH:20]=3)=[CH:12][CH:13]=2)=[CH:3]1. Reported procedure: The compound Bis(1-methylindol-3-yl)-(1,1′-biphenyl-4-yl)methane was prepared following procedure A, starting from N-methyl indole and 4-biphenyl carboxaldehyde. LC: Tr 2.92 min, MS: 427 (M+H)+ Procedure details: A suspension of 5.06 g of 2,4-dinitrochlorobenzene and 7.6 g of ammonium thiocyanate in 25 ml of sulpholane is heated, with stirring, to 150° C. and maintained at this temperature for 1.5 hours. The product is discharged into 300 ml of water, and the solid is filtered off with suction and washed with water. After drying, 6.57 g of crude 2-amino-5-nitrobenzothiazole are obtained. The identity was confirmed by TLC comparison (TLC=thin-layer chromatography) with authentic material. Reactants: [N+](=O)([O-])C1=C(C=CC(=C1)[N+](=O)[O-])Cl (2,4-dinitrochlorobenzene), [S-]C#N.[NH4+] (ammonium thiocyanate), O (water). RXN SMILES: [N+:1]([C:4]1[CH:9]=[C:8]([N+:10]([O-:12])=[O:11])[CH:7]=[CH:6][C:5]=1Cl)([O-])=O.[S-:14][C:15]#[N:16].[NH4+].O>S1(CCCC1)(=O)=O>[NH2:16][C:15]1[S:14][C:5]2[CH:6]=[CH:7][C:8]([N+:10]([O-:12])=[O:11])=[CH:9][C:4]=2[N:1]=1 |f:1.2|. Conditions: temperature 150 celsius. The solvent is S1(=O)(=O)CCCC1 (sulpholane). Yields the product NC=1SC2=C(N1)C=C(C=C2)[N+](=O)[O-] (2-amino-5-nitrobenzothiazole). Yield: 134.7%.